From a dataset of the Open Reaction Database (ORD), a public repository of structured organic reaction records. describe an organic reaction: reactants, conditions, products, and yield Reactants: N[C@H](C(=O)N[C@@H](CC1CCC1)B1O[C@@]2([C@H](O1)C[C@H]1C([C@@H]2C1)(C)C)C)CC1=CC=CC=C1 ((2S)-2-amino-N-{(1R)-2-cyclobutyl-1-[(3aS,4S,6S,7aR)-3a,5,5-trimethylhexahydro-4,6-methano-1,3,2-benzodioxaborol-2-yl]ethyl}-3-phenylpropanamide), O(C1=CC=CC=C1)C1=CC=C(C=N1)S(=O)(=O)Cl (6-phenoxy-3-pyridine sulfonyl chloride), Cl (HCl), C(C)(C)N(C(C)C)CC (N,N diisopropylethylamine). Run in C1CCOC1 (THF). Run at time 8 hour. Yields the product C1(CCC1)C[C@@H](B1O[C@@]2([C@H](O1)C[C@H]1C([C@@H]2C1)(C)C)C)NC([C@H](CC1=CC=CC=C1)NS(=O)(=O)C=1C=NC(=CC1)OC1=CC=CC=C1)=O ((2S)—N-{(1R)-2-cyclobutyl-1-[(3aS,4S,6S,7aR)-3a,5,5-trimethylhexahydro-4,6-methano-1,3,2-benzodioxaborol-2-yl]-ethyl}-2-{[(6-phenoxypyridin-3-yl)sulfonyl]amino}-3-phenylpropanamide). As a reaction SMILES: [NH2:1][C@@H:2]([CH2:25][C:26]1[CH:31]=[CH:30][CH:29]=[CH:28][CH:27]=1)[C:3]([NH:5][C@H:6]([B:12]1[O:16][C@@H:15]2[CH2:17][C@@H:18]3[CH2:21][C@H:20]([C@:14]2([CH3:24])[O:13]1)[C:19]3([CH3:23])[CH3:22])[CH2:7][CH:8]1[CH2:11][CH2:10][CH2:9]1)=[O:4].Cl.C(N(CC)C(C)C)(C)C.[O:42]([C:49]1[N:54]=[CH:53][C:52]([S:55](Cl)(=[O:57])=[O:56])=[CH:51][CH:50]=1)[C:43]1[CH:48]=[CH:47][CH:46]=[CH:45][CH:44]=1>C1COCC1>[CH:8]1([CH2:7][C@H:6]([NH:5][C:3](=[O:4])[C@@H:2]([NH:1][S:55]([C:52]2[CH:53]=[N:54][C:49]([O:42][C:43]3[CH:48]=[CH:47][CH:46]=[CH:45][CH:44]=3)=[CH:50][CH:51]=2)(=[O:56])=[O:57])[CH2:25][C:26]2[CH:27]=[CH:28][CH:29]=[CH:30][CH:31]=2)[B:12]2[O:16][C@@H:15]3[CH2:17][C@@H:18]4[CH2:21][C@H:20]([C@:14]3([CH3:24])[O:13]2)[C:19]4([CH3:23])[CH3:22])[CH2:11][CH2:10][CH2:9]1. Procedure: Into a 20 mL vial was added (2S)-2-amino-N-{(1R)-2-cyclobutyl-1-[(3aS,4S,6S,7aR)-3a,5,5-trimethylhexahydro-4,6-methano-1,3,2-benzodioxaborol-2-yl]ethyl}-3-phenylpropanamide.HCl (46.3 mg, 0.109 mmol) (prepared as described in Example, THF (1.47 mL), N,N diisopropylethylamine (47.5 μL), and 6-phenoxy-3-pyridine sulfonyl chloride (32.4 mg.) The mixture was stirred at room temperature overnight. The product was purified by preparative TLC on silica plates using 50% ethyl acetate in hexanes to give 3... The reactants are CCOC(C)=O, CCN(C(C)C)C(C)C, CC(C)(C)c1cn2c(=O)[nH]nc2c(NCCN)n1, CN(C)C=O, O=S(=O)(Cl)c1ccccc1. Yields the product CC(C)(C)c1cn2c(=O)[nH]nc2c(NCCNS(=O)(=O)c2ccccc2)n1. Reaction SMILES: [CH3:43][CH2:44][O:45][C:46]([CH3:47])=[O:48].[CH:29]([N:30]([CH:31]([CH3:32])[CH3:33])[CH2:34][CH3:35])([CH3:36])[CH3:37].[NH2:1][CH2:2][CH2:3][NH:4][c:5]1[c:6]2[n:7]([cH:8][c:9]([C:11]([CH3:12])([CH3:13])[CH3:14])[n:10]1)[c:15](=[O:18])[nH:16][n:17]2.[O:38]=[CH:39][N:40]([CH3:41])[CH3:42].[c:19]1([S:25](=[O:26])(=[O:27])[Cl:28])[cH:20][cH:21][cH:22][cH:23][cH:24]1>>[NH:1]([CH2:2][CH2:3][NH:4][c:5]1[c:6]2[n:7]([cH:8][c:9]([C:11]([CH3:12])([CH3:13])[CH3:14])[n:10]1)[c:15](=[O:18])[nH:16][n:17]2)[S:25]([c:19]1[cH:20][cH:21][cH:22][cH:23][cH:24]1)(=[O:26])=[O:27]. Starting materials: [Na].C[C@H]1C[C@@H](C(=O)[C@@H](C1)[C@@H](CC2CC(=O)NC(=O)C2)O)C (sodium cycloheximide), solution, CCN1CCN(C(=O)C1=O)C(=O)N[C@H](C2=CC=C(C=C2)O)C(=O)N[C@H]3[C@@H]4N(C3=O)C(=C(CS4)CSC5=NN=NN5C)C(=O)[O-].[Na+] (sodium cefoperazone). The solvent is CO (methanol). Reaction conditions: time 15 minute. Product: CCN1CCN(C(=O)C1=O)C(=O)N[C@H](C=2C=CC(=CC2)O)C(=O)N[C@H]3[C@@H]4N(C3=O)C(=C(CS4)CSC5=NN=NN5C)C(=O)O (cefoperazone). Isolated yield 10.3%. Reaction SMILES: [Na].C[C@@H]1C[C@@H]([C@H](O)CC2CC(=O)NC(=O)C2)C(=O)[C@@H](C)C1.[CH3:22][CH2:23][N:24]1[C:30](=[O:31])[C:28](=[O:29])[N:27]([C:32]([NH:34][C@@H:35]([C:43]([NH:45][C@@H:46]2[C:49](=[O:50])[N:48]3[C:51]([C:63]([O-:65])=[O:64])=[C:52]([CH2:55][S:56][C:57]4[N:61]([CH3:62])[N:60]=[N:59][N:58]=4)[CH2:53][S:54][C@H:47]23)=[O:44])[C:36]2[CH:41]=[CH:40][C:39]([OH:42])=[CH:38][CH:37]=2)=[O:33])[CH2:26][CH2:25]1.[Na+]>CO>[CH3:22][CH2:23][N:24]1[C:30](=[O:31])[C:28](=[O:29])[N:27]([C:32]([NH:34][C@@H:35]([C:43]([NH:45][C@@H:46]2[C:49](=[O:50])[N:48]3[C:51]([C:63]([OH:65])=[O:64])=[C:52]([CH2:55][S:56][C:57]4[N:61]([CH3:62])[N:60]=[N:59][N:58]=4)[CH2:53][S:54][C@H:47]23)=[O:44])[C:36]2[CH:41]=[CH:40][C:39]([OH:42])=[CH:38][CH:37]=2)=[O:33])[CH2:26][CH2:25]1 |f:0.1,2.3,^1:0|. Procedure details: Media: The composition of Campy-Cefex, modified CCDA and Campy-BAP are provided in Table 1. All media were prepared in our laboratories and used immediately or stored in the dark at 4° C. no more than two weeks prior to use. The basal media components were autoclaved at 121° C. for 15 min. The sterilized agar was then tempered in a waterbath to 50°-55° C., and the lysed horse blood and filter-sterilized antibiotics were added and gently mixed before the plates were poured. Filter-sterilized sodi... Reactants: COC(=O)c1ccccc1S(=O)(=O)NC(=O)OC(C)(C)C, [Li+], C1CCOC1, [OH-], O. Product: CC(C)(C)OC(=O)NS(=O)(=O)c1ccccc1C(=O)O. RXN SMILES: [C:1]([CH3:2])([CH3:3])([CH3:4])[O:5][C:6](=[O:7])[NH:8][S:9](=[O:10])(=[O:11])[c:12]1[c:13]([C:14](=[O:15])[O:16][CH3:17])[cH:18][cH:19][cH:20][cH:21]1.[Li+:22].[O:24]1[CH2:25][CH2:26][CH2:27][CH2:28]1.[OH-:23].[OH2:29]>>[C:1]([CH3:2])([CH3:3])([CH3:4])[O:5][C:6](=[O:7])[NH:8][S:9](=[O:10])(=[O:11])[c:12]1[c:13]([C:14](=[O:15])[OH:16])[cH:18][cH:19][cH:20][cH:21]1. As a reaction SMILES: [C:1](OC)(=O)[C:2]1[CH:11]=[CH:10][C:5]([C:6]([O:8][CH3:9])=[O:7])=[CH:4][CH:3]=1.CC1C=CC(C)=CC=1>CO>[C:2]1([CH3:1])[CH:3]=[CH:4][C:5]([C:6]([O:8][CH3:9])=[O:7])=[CH:10][CH:11]=1. The product is C1(=CC=C(C=C1)C(=O)OC)C (methyl p-toluate). Reactants: CC=1C=CC(=CC1)C (p-xylene), C(C1=CC=C(C(=O)OC)C=C1)(=O)OC (dimethyl terephthalate). Reported procedure: U.S. Pat. No. 4,126,755 and the corresponding German Offenlegungsschrift P2244662.4 disclose a method of producing dimethyl terephthalate from high-boiling tarry residues resulting from the combined oxidation of p-xylene and methyl p-toluate with air, esterification of the resulting acids with methanol and after-treatment of the esterification reaction product, which comprises treating the high-boiling residues with methanol at a temperature above 250° C., and thereafter separating the resulting... Solvent: CO (methanol). Reactants: NCCOC=1C=C(C(=O)NC=2C(=C(N3C=CC=CC23)C(=O)C=2C=CC(=C(C(=O)OCC3=CC=CC=C3)C2)NC(C(F)(F)F)=O)C)C=CC1 (benzyl 5-[(1-{[3-(2-aminoethoxy)benzoyl]amino}-2-methylindolizin-3-yl)carbonyl]-2-[(trifluoroacetyl)amino]benzoate), C(C)(C)(C)OC(=O)NCC(=O)O (N-tert-butoxycarbonylglycine), FC(C(=O)O)(F)F (trifluoroacetic acid). The product is NCC(=O)NCCOC=1C=C(C(=O)NC=2C(=C(N3C=CC=CC23)C(=O)C=2C=CC(=C(C(=O)OCC3=CC=CC=C3)C2)NC(C(F)(F)F)=O)C)C=CC1 (Benzyl 5-{[1-({3-[2-(glycylamino)ethoxy]-benzoyl}amino)-2-methylindolizin-3-yl]carbonyl}-2-[(trifluoroacetyl)amino]benzoate). RXN SMILES: [NH2:1][CH2:2][CH2:3][O:4][C:5]1[CH:6]=[C:7]([CH:46]=[CH:47][CH:48]=1)[C:8]([NH:10][C:11]1[C:12]([CH3:45])=[C:13]([C:20]([C:22]2[CH:23]=[CH:24][C:25]([NH:38][C:39](=[O:44])[C:40]([F:43])([F:42])[F:41])=[C:26]([CH:37]=2)[C:27]([O:29][CH2:30][C:31]2[CH:36]=[CH:35][CH:34]=[CH:33][CH:32]=2)=[O:28])=[O:21])[N:14]2[C:19]=1[CH:18]=[CH:17][CH:16]=[CH:15]2)=[O:9].C(OC([NH:56][CH2:57][C:58](O)=[O:59])=O)(C)(C)C.FC(F)(F)C(O)=O>>[NH2:56][CH2:57][C:58]([NH:1][CH2:2][CH2:3][O:4][C:5]1[CH:6]=[C:7]([CH:46]=[CH:47][CH:48]=1)[C:8]([NH:10][C:11]1[C:12]([CH3:45])=[C:13]([C:20]([C:22]2[CH:23]=[CH:24][C:25]([NH:38][C:39](=[O:44])[C:40]([F:41])([F:42])[F:43])=[C:26]([CH:37]=2)[C:27]([O:29][CH2:30][C:31]2[CH:36]=[CH:35][CH:34]=[CH:33][CH:32]=2)=[O:28])=[O:21])[N:14]2[C:19]=1[CH:18]=[CH:17][CH:16]=[CH:15]2)=[O:9])=[O:59]. Reported procedure: By following the process described in stage G of Example 42, the coupling of benzyl 5-[(1-{[3-(2-aminoethoxy)benzoyl]amino}-2-methylindolizin-3-yl)carbonyl]-2-[(trifluoroacetyl)amino]benzoate (described in stage F, Example 42) with N-tert-butoxycarbonylglycine is carried out. The compound obtained is then deprotected with trifluoroacetic acid to give the amine according to the process described in stage F of Example 42. Starting materials: C(C)OC1=NC2=C(N1CC1=CC=C(C=C1)C=1C(=CC=CC1)C(=O)OC(C)(C)C)C=C(C=C2C)C=2N=CN(C2)CC2CC2 (tert.butyl 4'-[(2-ethoxy-4-methyl-6-(1-cyclopropylmethyl-imidazol-4-yl)-benzimidazol-1-yl)-methyl]-biphenyl-2-carboxylate), FC(C(=O)O)(F)F (trifluoroacetic acid). Solvent: C(Cl)Cl (methylene chloride). Product: C(C)OC1=NC2=C(N1CC1=CC=C(C=C1)C=1C(=CC=CC1)C(=O)O)C=C(C=C2C)C=2N=CN(C2)CC2CC2 (4'-[(2-Ethoxy-4-methyl-6-(1-cyclopropylmethyl-imidazol-4-yl)-benzimidazol-1-yl)-methyl]-biphenyl-2-carboxylic Acid). As a reaction SMILES: [CH2:1]([O:3][C:4]1[N:8]([CH2:9][C:10]2[CH:15]=[CH:14][C:13]([C:16]3[C:17]([C:22]([O:24]C(C)(C)C)=[O:23])=[CH:18][CH:19]=[CH:20][CH:21]=3)=[CH:12][CH:11]=2)[C:7]2[CH:29]=[C:30]([C:34]3[N:35]=[CH:36][N:37]([CH2:39][CH:40]4[CH2:42][CH2:41]4)[CH:38]=3)[CH:31]=[C:32]([CH3:33])[C:6]=2[N:5]=1)[CH3:2].FC(F)(F)C(O)=O>C(Cl)Cl>[CH2:1]([O:3][C:4]1[N:8]([CH2:9][C:10]2[CH:15]=[CH:14][C:13]([C:16]3[C:17]([C:22]([OH:24])=[O:23])=[CH:18][CH:19]=[CH:20][CH:21]=3)=[CH:12][CH:11]=2)[C:7]2[CH:29]=[C:30]([C:34]3[N:35]=[CH:36][N:37]([CH2:39][CH:40]4[CH2:41][CH2:42]4)[CH:38]=3)[CH:31]=[C:32]([CH3:33])[C:6]=2[N:5]=1)[CH3:2]. Procedure: Prepared analogously to Example 88 from tert.butyl 4'-[(2-ethoxy-4-methyl-6-(1-cyclopropylmethyl-imidazol-4-yl)-benzimidazol-1-yl)-methyl]-biphenyl-2-carboxylate and trifluoroacetic acid in methylene chloride. As a reaction SMILES: [CH2:17]1[O:18][CH2:19][CH2:20][CH2:21]1.[CH3:15][OH:16].[CH3:1][O:2][C:3]([c:4]1[cH:5][c:6]([S:10][CH3:11])[cH:7][cH:8][cH:9]1)=[O:12].[Na+:14].[OH-:13]>>[O:2]=[C:3]([c:4]1[cH:5][c:6]([S:10][CH3:11])[cH:7][cH:8][cH:9]1)[OH:12]. Yields the product CSc1cccc(C(=O)O)c1. Reactants: C1CCOC1, CO, COC(=O)c1cccc(SC)c1, [Na+], [OH-].